This data is from the Open Reaction Database (ORD), a public repository of structured organic reaction records. The task is: describe an organic reaction: reactants, conditions, products, and yield Starting materials: CCOC(=O)c1c(S(=O)(=O)Cl)nn2c(C)cc(C)nc12, CN(C)c1ccncc1, ClCCl, Nc1c(F)cccc1F, c1ccncc1. Product: CCOC(=O)c1c(S(=O)(=O)Nc2c(F)cccc2F)nn2c(C)cc(C)nc12. RXN SMILES: [C:16](=[O:17])([O:18][CH2:19][CH3:20])[c:21]1[c:22]([S:32](=[O:33])(=[O:34])[Cl:35])[n:23][n:24]2[c:25]1[n:26][c:27]([CH3:31])[cH:28][c:29]2[CH3:30].[CH3:36][N:37]([CH3:38])[c:39]1[cH:40][cH:41][n:42][cH:43][cH:44]1.[Cl:45][CH2:46][Cl:47].[F:1][c:2]1[c:3]([NH2:4])[c:5]([F:9])[cH:6][cH:7][cH:8]1.[cH:10]1[cH:11][cH:12][n:13][cH:14][cH:15]1>>[F:1][c:2]1[c:3]([NH:4][S:32]([c:22]2[c:21]([C:16](=[O:17])[O:18][CH2:19][CH3:20])[c:25]3[n:24]([n:23]2)[c:29]([CH3:30])[cH:28][c:27]([CH3:31])[n:26]3)(=[O:33])=[O:34])[c:5]([F:9])[cH:6][cH:7][cH:8]1. Starting materials: O=C(O)c1cccc(Br)n1, ClCCl, O=CC=P(c1ccccc1)(c1ccccc1)c1ccccc1. Product: O=CC=Cc1cccc(Br)n1. As a reaction SMILES: [Br:1][c:2]1[cH:3][cH:4][cH:5][c:6]([C:8]([OH:9])=[O:10])[n:7]1.[Cl:33][CH2:34][Cl:35].[c:11]1([P:12]([c:13]2[cH:14][cH:15][cH:16][cH:17][cH:18]2)([c:19]2[cH:20][cH:21][cH:22][cH:23][cH:24]2)=[CH:30][CH:31]=[O:32])[cH:25][cH:26][cH:27][cH:28][cH:29]1>>[Br:1][c:2]1[cH:3][cH:4][cH:5][c:6]([CH:8]=[CH:30][CH:31]=[O:32])[n:7]1. Starting materials: CN(C)CCCCl, Cl, O=c1oc2ccccc2c(O)c1-c1ccccc1. As a reaction SMILES: [CH3:20][N:21]([CH2:22][CH2:23][CH2:24][Cl:25])[CH3:26].[ClH:19].[c:1]1(-[c:7]2[c:8](=[O:18])[o:9][c:10]3[cH:11][cH:12][cH:13][cH:14][c:15]3[c:16]2[OH:17])[cH:2][cH:3][cH:4][cH:5][cH:6]1>>[c:1]1(-[c:7]2[c:8](=[O:18])[o:9][c:10]3[cH:11][cH:12][cH:13][cH:14][c:15]3[c:16]2[O:17][CH2:24][CH2:23][CH2:22][N:21]([CH3:20])[CH3:26])[cH:2][cH:3][cH:4][cH:5][cH:6]1. Yields the product CN(C)CCCOc1c(-c2ccccc2)c(=O)oc2ccccc12. The reactants are CCOC(=O)C1CCCNC1, CCN(C(C)C)C(C)C, O=C(O)C1(c2ccc(Cl)cc2)CC1, ClCCl. The product is CCOC(=O)C1CCCN(C(=O)C2(c3ccc(Cl)cc3)CC2)C1. RXN SMILES: [CH2:1]([CH3:2])[O:3][C:4](=[O:5])[CH:6]1[CH2:7][NH:8][CH2:9][CH2:10][CH2:11]1.[CH:25]([N:26]([CH:27]([CH3:28])[CH3:29])[CH2:30][CH3:31])([CH3:32])[CH3:33].[Cl:12][c:13]1[cH:14][cH:15][c:16]([C:19]2([C:22](=[O:23])[OH:24])[CH2:20][CH2:21]2)[cH:17][cH:18]1.[Cl:34][CH2:35][Cl:36]>>[CH2:1]([CH3:2])[O:3][C:4](=[O:5])[CH:6]1[CH2:7][N:8]([C:22]([C:19]2([c:16]3[cH:15][cH:14][c:13]([Cl:12])[cH:18][cH:17]3)[CH2:20][CH2:21]2)=[O:23])[CH2:9][CH2:10][CH2:11]1. The reactants are CC(C(=O)OCC)C(=O)OCC (diethyl 2-methylmalonate), N1=CC=CC=C1 (pyridine), ClC1=C(N)C=C(C=C1F)F (2-chloro-3,5-difluoroaniline). Product: ClC1=C(C=C(C=C1F)F)NC(C(C(=O)OCC)C)=O (ethyl 3-(2-chloro-3,5-difluorophenylamino)-2-methyl-3-oxopropanoate). RXN SMILES: [CH3:1][CH:2]([C:8]([O:10]CC)=O)[C:3]([O:5][CH2:6][CH3:7])=[O:4].N1C=CC=CC=1.[Cl:19][C:20]1[C:26]([F:27])=[CH:25][C:24]([F:28])=[CH:23][C:21]=1[NH2:22]>>[Cl:19][C:20]1[C:26]([F:27])=[CH:25][C:24]([F:28])=[CH:23][C:21]=1[NH:22][C:8](=[O:10])[CH:2]([CH3:1])[C:3]([O:5][CH2:6][CH3:7])=[O:4]. Procedure details: The ester was prepared according to Procedure A using diethyl 2-methylmalonate (6.31 mL, 36.7 mmol), pyridine (3.96 mL, 48.9 mmol) and 2-chloro-3,5-difluoroaniline (4.00 g, 24.46 mmol) over 3 days. The residue was purified by column chromatography on silica gel (0-30% EtOAc/hexanes) to give ethyl 3-(2-chloro-3,5-difluorophenylamino)-2-methyl-3-oxopropanoate as a red oil. Mass Spectrum (ESI) m/e=292.0 (M+1).